From a dataset of the Open Reaction Database (ORD), a public repository of structured organic reaction records. describe an organic reaction: reactants, conditions, products, and yield The reactants are OCCc1ccccc1, O=S(=O)(O)O, O=C(O)c1ccc2c(c1)C(=O)CC(c1ccccc1)=N2. Yields the product O=C(OCCc1ccccc1)c1ccc2c(c1)C(=O)CC(c1ccccc1)=N2. As a reaction SMILES: [CH2:21]([CH2:22][c:23]1[cH:24][cH:25][cH:26][cH:27][cH:28]1)[OH:29].[S:30](=[O:31])(=[O:32])([OH:33])[OH:34].[c:1]1([C:7]2=[N:8][c:9]3[cH:10][cH:11][c:12]([C:18](=[O:19])[OH:20])[cH:13][c:14]3[C:15](=[O:17])[CH2:16]2)[cH:2][cH:3][cH:4][cH:5][cH:6]1>>[c:1]1([C:7]2=[N:8][c:9]3[cH:10][cH:11][c:12]([C:18](=[O:19])[O:20][CH2:21][CH2:22][c:23]4[cH:24][cH:25][cH:26][cH:27][cH:28]4)[cH:13][c:14]3[C:15](=[O:17])[CH2:16]2)[cH:2][cH:3][cH:4][cH:5][cH:6]1. The reactants are C(C1=CC=CC=C1)OC(=O)N1[C@H](CCC1)CC1=CNC2=CC=C(C=C12)C1=CC=C(C=C1)C(N)=O (3-(1-Benzyloxycarbonylpyrrolidin-2(R)-ylmethyl)-5-(4-carbamoylphenyl)-1H-indole). The solvent is C(C)O (ethanol). Product: C(N)(=O)C1=CC=C(C=C1)C=1C=C2C(=CNC2=CC1)C[C@@H]1NCCC1 (5-(4-Carbamoylphenyl)-3-(pyrrolidin-2(R)-ylmethyl)-1H-indole). Isolated yield 83.9%. RXN SMILES: C(OC([N:11]1[CH2:15][CH2:14][CH2:13][C@@H:12]1[CH2:16][C:17]1[C:25]2[C:20](=[CH:21][CH:22]=[C:23]([C:26]3[CH:31]=[CH:30][C:29]([C:32](=[O:34])[NH2:33])=[CH:28][CH:27]=3)[CH:24]=2)[NH:19][CH:18]=1)=O)C1C=CC=CC=1>C(O)C>[C:32]([C:29]1[CH:30]=[CH:31][C:26]([C:23]2[CH:24]=[C:25]3[C:20](=[CH:21][CH:22]=2)[NH:19][CH:18]=[C:17]3[CH2:16][C@H:12]2[CH2:13][CH2:14][CH2:15][NH:11]2)=[CH:27][CH:28]=1)(=[O:34])[NH2:33]. Procedure: 3-(1-Benzyloxycarbonylpyrrolidin-2(R)-ylmethyl)-5-(4-carbamoylphenyl)-1H-indole (355 mg, 0.784 mmol) (see Preparation 41) in ethanol was reduced using catalytic hydrogenation, as described in Example 35. This gave the title compound as a white foam (210 mg). Found: C,72.33; H,6.80; N,12.35; C20H21N3O.3/4H2O requires: C,72.16; H,6.81; N,12.62%. Reactants: CCOC(=O)c1nc2n(c(=O)c1OC(=O)c1ccccc1)CC1CCC2(NC(=O)OCc2ccccc2)CC1, CCOC(C)=O, CO, Cl, [H][H]. Yields the product Cl, CCOC(=O)c1nc2n(c(=O)c1OC(=O)c1ccccc1)CC1CCC2(N)CC1. RXN SMILES: [CH2:1]([O:2][C:3](=[O:4])[NH:11][C:12]12[c:13]3[n:14]([c:21](=[O:39])[c:22]([O:30][C:31](=[O:32])[c:33]4[cH:34][cH:35][cH:36][cH:37][cH:38]4)[c:23]([C:25](=[O:26])[O:27][CH2:28][CH3:29])[n:24]3)[CH2:15][CH:16]([CH2:17][CH2:18]1)[CH2:19][CH2:20]2)[c:5]1[cH:6][cH:7][cH:8][cH:9][cH:10]1.[CH3:43][CH2:44][O:45][C:46](=[O:47])[CH3:48].[CH3:49][OH:50].[ClH:40].[H:41][H:42]>>[ClH:40].[NH2:11][C:12]12[c:13]3[n:14]([c:21](=[O:39])[c:22]([O:30][C:31](=[O:32])[c:33]4[cH:34][cH:35][cH:36][cH:37][cH:38]4)[c:23]([C:25](=[O:26])[O:27][CH2:28][CH3:29])[n:24]3)[CH2:15][CH:16]([CH2:17][CH2:18]1)[CH2:19][CH2:20]2. Reactants: FC1=C(CN2C3=C(C(C(=C2)C(C(C)C)=O)=O)C(=C(S3)C3=CC=CC=C3)C)C(=CC=C1)F (7-(2,6-Difluorobenzyl)-4,7-dihydro-5-isobutyryl-3-methyl-4-oxo-2-phenylthieno[2,3-b]pyridine), BrN1C(CCC1=O)=O (N-bromosuccinimide), CC(C#N)CC(C)C (2,4-dimethylvaleronitrile), C(C)(=O)OC (methyl acetate). Solvent: O (water). Run at time 2 hour. Product: BrCC1=C(SC=2N(C=C(C(C21)=O)C(C(C)C)=O)CC2=C(C=CC=C2F)F)C2=CC=CC=C2 (3-Bromomethyl-7-(2,6-difluorobenzyl)-4,7-dihydro-5-isobutyryl-4-oxo-2-phenylthieno[2,3-b]pyridine). Isolated yield 89.9%. As a reaction SMILES: [F:1][C:2]1[CH:30]=[CH:29][CH:28]=[C:27]([F:31])[C:3]=1[CH2:4][N:5]1[CH:10]=[C:9]([C:11](=[O:15])[CH:12]([CH3:14])[CH3:13])[C:8](=[O:16])[C:7]2[C:17]([CH3:26])=[C:18]([C:20]3[CH:25]=[CH:24][CH:23]=[CH:22][CH:21]=3)[S:19][C:6]1=2.[Br:32]N1C(=O)CCC1=O.CC(CC(C)C)C#N.C(OC)(=O)C>O>[Br:32][CH2:26][C:17]1[C:7]2[C:8](=[O:16])[C:9]([C:11](=[O:15])[CH:12]([CH3:14])[CH3:13])=[CH:10][N:5]([CH2:4][C:3]3[C:2]([F:1])=[CH:30][CH:29]=[CH:28][C:27]=3[F:31])[C:6]=2[S:19][C:18]=1[C:20]1[CH:21]=[CH:22][CH:23]=[CH:24][CH:25]=1. Reported procedure: 7-(2,6-Difluorobenzyl)-4,7-dihydro-5-isobutyryl-3-methyl-4-oxo-2-phenylthieno[2,3-b]pyridine (10 g), N-bromosuccinimide (4.86 g), 2,2′-azobis(2,4-dimethylvaleronitrile (0.56 g) and methyl acetate (100 ml) were mixed and the reaction mixture was heated under reflux for 2 hours. The reaction mixture was allowed to cool with stirring over a period of 2 hours, water (50 ml) was added and then the mixture was stirred with cooling on ice for 1.5 hours. The crystal precipitated was recovered by a filtr...